From a dataset of the Open Reaction Database (ORD), a public repository of structured organic reaction records. describe an organic reaction: reactants, conditions, products, and yield Starting materials: COC(C(=NOC)C1=C(C=CC=C1)CON=C(/C(/C1=CC=C(C=C1)OC(C)C1=CC=C(C=C1)Cl)=N/OCC)C)=O (2-[[[(1-methyl-2-(4-(1-{4-chlorophenyl}-ethoxy)-phenyl)-2-E-[ethoxyimino]ethylidene)amino]oxy]methyl]-α-(methoxyimino)-phenylacetic acid methyl ester), solution, CN (methylamine), C(C)O (ethanol). Run at time 4 day. Product: COC(C(=COC)C1=C(C=CC=C1)CON=C(C(C1=CC=C(C=C1)OC(C)C1=CC=C(C=C1)Cl)=NOCC)C)=O (2-[[[(1-Methyl-2-(4-(1-{4-chlorophenyl}-ethoxy)-phenyl)-[ethoxyimino]ethylidene)-amino]oxy]methyl]-α-(methoxymethylene)-phenylacetic acid methyl ester). RXN SMILES: [CH3:1][O:2][C:3](=[O:40])[C:4]([C:8]1[CH:13]=[CH:12][CH:11]=[CH:10][C:9]=1[CH2:14][O:15][N:16]=[C:17]([CH3:39])/[C:18](=[N:35]/[O:36][CH2:37][CH3:38])/[C:19]1[CH:24]=[CH:23][C:22]([O:25][CH:26]([C:28]2[CH:33]=[CH:32][C:31]([Cl:34])=[CH:30][CH:29]=2)[CH3:27])=[CH:21][CH:20]=1)=NOC.[CH3:41]N.[CH2:43]([OH:45])C>>[CH3:1][O:2][C:3](=[O:40])[C:4]([C:8]1[CH:13]=[CH:12][CH:11]=[CH:10][C:9]=1[CH2:14][O:15][N:16]=[C:17]([CH3:39])[C:18](=[N:35][O:36][CH2:37][CH3:38])[C:19]1[CH:24]=[CH:23][C:22]([O:25][CH:26]([C:28]2[CH:29]=[CH:30][C:31]([Cl:34])=[CH:32][CH:33]=2)[CH3:27])=[CH:21][CH:20]=1)=[CH:41][O:45][CH3:43]. Reported procedure: A mixture of 4.0 g of 2-[[[(1-methyl-2-(4-(1-{4-chlorophenyl}-ethoxy)-phenyl)-2-E-[ethoxyimino]ethylidene)amino]oxy]methyl]-α-(methoxyimino)-phenylacetic acid methyl ester and 5.3 ml of a 8M solution of methylamine in ethanol is left to stand at room temperature for 4 days. The mixture is then concentrated by evaporation in vacuo. The residue is taken up with methyl acetate; the solution is washed with water and saturated sodium chloride solution, dried over sodium sulfate and concentrated by ev... Yields the product Fc1cc(C2(c3ccc(-c4cn[nH]c4)cc3)CCNCC2)ccc1Cl. Reactants: Fc1cc(C2(c3ccc(Br)cc3)CCNCC2)ccc1Cl, CC1(C)OB(c2cn[nH]c2)OC1(C)C, [Pd], c1ccc(P(c2ccccc2)c2ccccc2)cc1, c1ccc(P(c2ccccc2)c2ccccc2)cc1, c1ccc(P(c2ccccc2)c2ccccc2)cc1, c1ccc(P(c2ccccc2)c2ccccc2)cc1. As a reaction SMILES: [Br:1][c:2]1[cH:3][cH:4][c:5]([C:8]2([c:14]3[cH:15][c:16]([F:21])[c:17]([Cl:20])[cH:18][cH:19]3)[CH2:9][CH2:10][NH:11][CH2:12][CH2:13]2)[cH:6][cH:7]1.[CH3:22][C:23]1([CH3:24])[C:25]([CH3:26])([CH3:27])[O:28][B:29]([c:30]2[cH:31][n:32][nH:33][cH:34]2)[O:35]1.[Pd:36].[c:37]1([P:38]([c:39]2[cH:40][cH:41][cH:42][cH:43][cH:44]2)[c:45]2[cH:46][cH:47][cH:48][cH:49][cH:50]2)[cH:51][cH:52][cH:53][cH:54][cH:55]1.[c:56]1([P:57]([c:58]2[cH:59][cH:60][cH:61][cH:62][cH:63]2)[c:64]2[cH:65][cH:66][cH:67][cH:68][cH:69]2)[cH:70][cH:71][cH:72][cH:73][cH:74]1.[c:75]1([P:76]([c:77]2[cH:78][cH:79][cH:80][cH:81][cH:82]2)[c:83]2[cH:84][cH:85][cH:86][cH:87][cH:88]2)[cH:89][cH:90][cH:91][cH:92][cH:93]1.[c:94]1([P:95]([c:96]2[cH:97][cH:98][cH:99][cH:100][cH:101]2)[c:102]2[cH:103][cH:104][cH:105][cH:106][cH:107]2)[cH:108][cH:109][cH:110][cH:111][cH:112]1>>[c:2]1(-[c:30]2[cH:31][n:32][nH:33][cH:34]2)[cH:3][cH:4][c:5]([C:8]2([c:14]3[cH:15][c:16]([F:21])[c:17]([Cl:20])[cH:18][cH:19]3)[CH2:9][CH2:10][NH:11][CH2:12][CH2:13]2)[cH:6][cH:7]1. The reactants are BrCC1=CC=C(C=C1)CC(=O)O (2-(4-bromomethyl-phenyl)-acetic acid), Cl (hydrochloric acid), COC(C)(C)OC (2,2-dimethoxypropane). The product is BrCC1=CC=C(C=C1)CC(=O)OC (Methyl 2-(4-bromomethyl-phenyl)-acetate). As a reaction SMILES: [Br:1][CH2:2][C:3]1[CH:8]=[CH:7][C:6]([CH2:9][C:10]([OH:12])=[O:11])=[CH:5][CH:4]=1.Cl.[CH3:14]OC(OC)(C)C>>[Br:1][CH2:2][C:3]1[CH:4]=[CH:5][C:6]([CH2:9][C:10]([O:12][CH3:14])=[O:11])=[CH:7][CH:8]=1. Reported procedure: 5 g (22 mmol) of 2-(4-bromomethyl-phenyl)-acetic acid are stirred at room temperature overnight in 50 ml of 2,2-dimethoxypropane with addition of 2 ml of aqueous conc. hydrochloric acid. After concentration, methanol is added twice in each case, the mixture is concentrated again and the residue is then dried in vacuo. Reaction conditions: time 90 minute. Yields the product COC=1C=C(C=C(C1)NC(C)=O)C(F)(F)F (N-(5-Methoxy-3-trifluoromethyl-phenyl)-acetamide). As a reaction SMILES: [C:1](OC(=O)C)(=[O:3])[CH3:2].[CH3:8][O:9][C:10]1[CH:11]=[C:12]([C:17]([F:20])([F:19])[F:18])[CH:13]=[C:14]([CH:16]=1)[NH2:15].CCCCCC>C1(C)C=CC=CC=1>[CH3:8][O:9][C:10]1[CH:11]=[C:12]([C:17]([F:18])([F:19])[F:20])[CH:13]=[C:14]([NH:15][C:1](=[O:3])[CH3:2])[CH:16]=1. Procedure: Acetic anhydride (1.22 ml, 12.8 mmol) is added during 10 min to a solution of 5-methoxy-3-trifluoromethyl-aniline (2.29 g, 12.0 mmol) in toluene (10 ml) at a temperature of 25-33° C. After 90 min at RT, hexane (10 ml) is added und the suspension is stirred for 20 min. Filtration, washing with toluene/hexane 2:1 and hexane gives the title compound: mp: 123-124° C.; API-MS: 234 [MH]+; TLC: Rf=0.27 (Hex/EtOAc, 1:1). Reactants: C(C)(=O)OC(C)=O (Acetic anhydride), COC=1C=C(C=C(N)C1)C(F)(F)F (5-methoxy-3-trifluoromethyl-aniline), CCCCCC (hexane). The solvent is C1(=CC=CC=C1)C (toluene). The reactants are C(C)(C)(C)OC(N(CC)[C@@H]1CN(C[C@H]1C1=CC(=C(C=C1)Cl)Cl)C(=O)N1CCN(CC1)S(=O)(=O)C)=O (rac-[(3S,4R)-4-(3,4-dichloro-phenyl)-1-(4-methanesulfonyl-piperazine-1-carbonyl)-pyrrolidin-3-yl]-ethyl-carbamic acid tert-butyl ester), C(=O)(C(F)(F)F)O (TFA). Run in C(Cl)Cl (CH2Cl2). Yields the product ClC=1C=C(C=CC1Cl)[C@@H]1CN(C[C@H]1NCC)C(=O)N1CCN(CC1)S(=O)(=O)C (rac-[(3R,4S)-3-(3,4-Dichloro-phenyl)-4-ethylamino-pyrrolidin-1-yl]-(4-methanesulfonyl-piperazin-1-yl)-methanone). Isolated yield 84.3%. RXN SMILES: C(OC(=O)[N:7]([C@H:10]1[C@H:14]([C:15]2[CH:20]=[CH:19][C:18]([Cl:21])=[C:17]([Cl:22])[CH:16]=2)[CH2:13][N:12]([C:23]([N:25]2[CH2:30][CH2:29][N:28]([S:31]([CH3:34])(=[O:33])=[O:32])[CH2:27][CH2:26]2)=[O:24])[CH2:11]1)[CH2:8][CH3:9])(C)(C)C.C(O)(C(F)(F)F)=O>C(Cl)Cl>[Cl:22][C:17]1[CH:16]=[C:15]([C@H:14]2[C@H:10]([NH:7][CH2:8][CH3:9])[CH2:11][N:12]([C:23]([N:25]3[CH2:26][CH2:27][N:28]([S:31]([CH3:34])(=[O:32])=[O:33])[CH2:29][CH2:30]3)=[O:24])[CH2:13]2)[CH:20]=[CH:19][C:18]=1[Cl:21]. Procedure details: To a solution of rac-[(3S,4R)-4-(3,4-dichloro-phenyl)-1-(4-methanesulfonyl-piperazine-1-carbonyl)-pyrrolidin-3-yl]-ethyl-carbamic acid tert-butyl ester (0.36 g, 0.66 mmol) in CH2Cl2 (10 ml) was added TFA (2 ml) at RT. Stirring was continued over night. The reaction mixture was then concentrated under vacuo, the crude dissolved in CH2Cl2, washed with aq.NaHCO3 and the organic phase was dried over Na2SO4. Purification by flash chromatography (SiO2, CH2Cl2/MeOH 95:5) yielded 0.25 g (84%) of the tit...